Dataset: the Open Reaction Database (ORD), a public repository of structured organic reaction records. Task: describe an organic reaction: reactants, conditions, products, and yield Reactants: IC=1C(CCC(C1)(C)C)=O (2-iodo-4,4-dimethylcyclohex-2-en-1-one), C(CO)O (ethylene glycol). The reagents and catalysts are O.C1(=CC=C(C=C1)S(=O)(=O)O)C (p-toluenesulfonic acid hydrate). Solvent: C1=CC=CC=C1 (benzene). Yields the product IC=1C2(OCCO2)CCC(C1)(C)C (6-Iodo-8,8-dimethyl-1,4-dioxaspiro[4.5]dec-6-ene). Isolated yield 90.1%. Reaction SMILES: [I:1][C:2]1[C:3](=[O:10])[CH2:4][CH2:5][C:6]([CH3:9])([CH3:8])[CH:7]=1.[CH2:11](O)[CH2:12][OH:13]>C1C=CC=CC=1.O.C1(C)C=CC(S(O)(=O)=O)=CC=1>[I:1][C:2]1[C:3]2([CH2:4][CH2:5][C:6]([CH3:9])([CH3:8])[CH:7]=1)[O:13][CH2:12][CH2:11][O:10]2 |f:3.4|. Reported procedure: A solution of 2-iodo-4,4-dimethylcyclohex-2-en-1-one (Synlett, 2005, 1263-1266; 5.46 g, 21.8 mmol), ethylene glycol (3.00 g, 48.3 mmol), p-toluenesulfonic acid hydrate (100 mg) in benzene (100 mL) was stirred for 7 hours under reflux, and the solvent was subjected to azeotropic distillation with water. After allowing to cool, a saturated aqueous solution of sodium hydrogencarbonate (100 mL) was added to the reaction solution, and an organic layer was extracted. The thus obtained organic layer wa... Reactants: SC1=CC=NC=C1 (4-Mercaptopyridine), O (water), C(=O)([O-])[O-].[K+].[K+] (K2CO3), ClC1=CC(=C(C=C1)[N+](=O)[O-])F (4-chloro-2-fluoro-1-nitro-benzene). Run in CN(C)C=O (DMF). Run at time 15 minute. Product: ClC1=CC(=C(C=C1)N)SC1=CC=NC=C1 (4-chloro-2-(pyridin-4-ylsulfanyl)-phenylamine). As a reaction SMILES: [SH:1][C:2]1[CH:7]=[CH:6][N:5]=[CH:4][CH:3]=1.C([O-])([O-])=O.[K+].[K+].[Cl:14][C:15]1[CH:20]=[CH:19][C:18]([N+:21]([O-])=O)=[C:17](F)[CH:16]=1.O>CN(C=O)C>[Cl:14][C:15]1[CH:20]=[CH:19][C:18]([NH2:21])=[C:17]([S:1][C:2]2[CH:7]=[CH:6][N:5]=[CH:4][CH:3]=2)[CH:16]=1 |f:1.2.3|. Procedure details: 4-Mercaptopyridine (1.1 1 g, 10 mmol) and K2CO3 (1.38 g, 10 mmol) were suspended in DMF (10 mL) and stirred at room temperature for 15 min. The mixture was treated with 4-chloro-2-fluoro-1-nitro-benzene (1.75 g, 10 mmol) and heated at 50° C. for 16 h. After cooling to room temperature, water (50 mL) was added and the mixture extracted 3 times with ethyl acetate. The organic layer was combined the ethyl acetate and then reduced in vacuo. The residue was dissolved in DMF (30 mL) and treated with S... The reactants are C1CNCC2N1C1=CC=CC=C1NC2=O (2,3,4,4a-tetrahydro-1H-pyrazino[1,2-a]quinoxalin-5(6H)-one), FC1=CC=C(C=C1)C(CCCCl)=O (p-fluoro-γ-chloro butyrophenone), [I-].[Na+] (sodium iodide), C([O-])([O-])=O.[K+].[K+] (potassium carbonate). Run in CC(=O)C (acetone). Product: FC1=CC=C(C=C1)C(CCCN1CC2N(C3=CC=CC=C3NC2=O)CC1)=O (3-[4-(4-Fluorophenyl)-4-Oxobutyl]-2,3,4,4a-Tetrahydro-1H-Pyrazino[1,2-a]Quinoxalin-5(6H)-One). RXN SMILES: [CH2:1]1[N:6]2[C:7]3[C:12]([NH:13][C:14](=[O:15])[CH:5]2[CH2:4][NH:3][CH2:2]1)=[CH:11][CH:10]=[CH:9][CH:8]=3.[I-].[Na+].C(=O)([O-])[O-].[K+].[K+].[F:24][C:25]1[CH:30]=[CH:29][C:28]([C:31](=[O:36])[CH2:32][CH2:33][CH2:34]Cl)=[CH:27][CH:26]=1>CC(C)=O>[F:24][C:25]1[CH:26]=[CH:27][C:28]([C:31](=[O:36])[CH2:32][CH2:33][CH2:34][N:3]2[CH2:2][CH2:1][N:6]3[C:7]4[C:12]([NH:13][C:14](=[O:15])[CH:5]3[CH2:4]2)=[CH:11][CH:10]=[CH:9][CH:8]=4)=[CH:29][CH:30]=1 |f:1.2,3.4.5|. Procedure details: A mixture of 1.3 g. of 2,3,4,4a-tetrahydro-1H-pyrazino[1,2-a]quinoxalin-5(6H)-one, 1.9 g. sodium iodide, 0.9 g. potassium carbonate, 2.6 g. of p-fluoro-γ-chloro butyrophenone and 50 ml. of acetone is refluxed for 20 hours under a nitrogen atmosphere. The reaction mixture is filtered and concentered. The residue is washed with ethyl acetate and filtered. The filtrate is acidified with hydrogen chloride and filtered to give 1.5 g. of solid product, m.p. 140°-180°. Recrystallization of the solid fr... Reactants: amino acid, N[C@@H](CC1=CC=C(C=C1)O)C(=O)OCC (Tyr-OEt), N[C@@H](CCCN)C(=O)OCC.Cl.Cl (Orn-OEt.2HCl). Yields the product N[C@@H](CC1=CC=C(C=C1)O)C(=O)N[C@@H](CCCN)C(=O)O (Tyr-Orn), Orn delta-lactam. Reaction SMILES: [NH2:1][C@H:2]([C:11]([O:13]CC)=O)[CH2:3][C:4]1[CH:9]=[CH:8][C:7]([OH:10])=[CH:6][CH:5]=1.[NH2:16][C@H:17]([C:22]([O:24]CC)=[O:23])[CH2:18][CH2:19][CH2:20][NH2:21].Cl.Cl>>[NH2:1][C@H:2]([C:11]([NH:16][C@H:17]([C:22]([OH:24])=[O:23])[CH2:18][CH2:19][CH2:20][NH2:21])=[O:13])[CH2:3][C:4]1[CH:5]=[CH:6][C:7]([OH:10])=[CH:8][CH:9]=1 |f:1.2.3|. Procedure: It is also possible according to the present invention to employ a non-proteinogenic amino acid as a nucleophile. Mal-Tyr-OEt, an electrophile, and Orn-OEt.2HCl, a nucleophile, were reacted using α-CT as a catalyst. After a reaction time of 20 minutes, the solution was concentrated, the enzyme was separated off by ultrafiltration with a membrane with MWCO 10,000, and the dissolved fraction was lyophilized. Both Mal-Tyr-Orn and the Orn delta-lactam cyclization product were isolated by preparative...